This data is from the Open Reaction Database (ORD), a public repository of structured organic reaction records. The task is: describe an organic reaction: reactants, conditions, products, and yield Reactants: CC(C)(C)OC(=O)N1CCN(C(=O)c2cc([N+](=O)[O-])cc(C(F)(F)F)c2)CC1, CO. Product: CC(C)(C)OC(=O)N1CCN(C(=O)c2cc(N)cc(C(F)(F)F)c2)CC1. As a reaction SMILES: [C:1]([CH3:2])([CH3:3])([CH3:4])[O:5][C:6](=[O:7])[N:8]1[CH2:9][CH2:10][N:11]([C:14]([c:15]2[cH:16][c:17]([N+:25]([O-:26])=[O:27])[cH:18][c:19]([C:21]([F:22])([F:23])[F:24])[cH:20]2)=[O:28])[CH2:12][CH2:13]1.[CH3:29][OH:30]>>[C:1]([CH3:2])([CH3:3])([CH3:4])[O:5][C:6](=[O:7])[N:8]1[CH2:9][CH2:10][N:11]([C:14]([c:15]2[cH:16][c:17]([NH2:25])[cH:18][c:19]([C:21]([F:22])([F:23])[F:24])[cH:20]2)=[O:28])[CH2:12][CH2:13]1. Starting materials: C(CCC)N(CCCC)CCCC (Tributylamine), ClC1=CC=C(C=C1)SC1=C(NC=2CCCC(C12)=O)C (3-(4-chlorophenylsulfanyl)-2-methyl-4,5,6,7-tetrahydro-1H-indol-4-one), Cl.NO (hydroxylamine hydrochloride), Cl.NO (hydroxylamine hydrochloride), C(CCC)N(CCCC)CCCC (tributylamine). Solvent: C(C)O (ethanol). Conditions: temperature 65 celsius, time 8 hour. Yields the product ClC1=CC=C(C=C1)SC1=C(NC=2CCCC(C12)=NO)C (N-[-3-(4-chlorophenylsulfanyl)-2-methyl-4,5,6,7-tetrahydro-1H-indol-4-ylidene]hydroxylamine). RXN SMILES: C(N(CCCC)CCCC)CCC.[Cl:14][C:15]1[CH:20]=[CH:19][C:18]([S:21][C:22]2[C:30]3[C:29](=O)[CH2:28][CH2:27][CH2:26][C:25]=3[NH:24][C:23]=2[CH3:32])=[CH:17][CH:16]=1.Cl.[NH2:34][OH:35]>C(O)C>[Cl:14][C:15]1[CH:20]=[CH:19][C:18]([S:21][C:22]2[C:30]3[C:29](=[N:34][OH:35])[CH2:28][CH2:27][CH2:26][C:25]=3[NH:24][C:23]=2[CH3:32])=[CH:17][CH:16]=1 |f:2.3|. Reported procedure: Tributylamine (6.6 mL 28 mmol) was added to a stirred suspension of 3-(4-chlorophenylsulfanyl)-2-methyl-4,5,6,7-tetrahydro-1H-indol-4-one (8.0 g, 27 mmol) and hydroxylamine hydrochloride (1.9 g, 27 mmol) in ethanol (40 mL). The mixture was heated to 65° C. and maintained at this temperature for 4 h then allowed to cool to r.t. and left overnight. Additional hydroxylamine hydrochloride (0.15 g, 2.2 mmol) and tributylamine (1.0 mL, 4.2 mmol) were added and the mixture was re-heated to 65° C. for a... Starting materials: ClC(C)OC(=O)Cl (1-chloroethylchloroformate), CC1(OC2=C(C1)C=CC=C2O)C (2,3-dihydro-2,2-dimethyl-7-benzofuranol), N1=CC=CC=C1 (pyridine). Solvent: ClCCl (dichloromethane). Run at temperature 20 celsius, time 3 hour. Yields the product C(OC(C)Cl)(OC1=CC=CC=2CC(OC21)(C)C)=O (1-chloroethyl 2,3-dihydro-2,2-dimethyl-7-benzofuranyl carbonate). Yield: 84.0%. As a reaction SMILES: [Cl:1][CH:2]([O:4][C:5](Cl)=[O:6])[CH3:3].[CH3:8][C:9]1([CH3:19])[CH2:13][C:12]2[CH:14]=[CH:15][CH:16]=[C:17]([OH:18])[C:11]=2[O:10]1.N1C=CC=CC=1>ClCCl>[C:5](=[O:6])([O:18][C:17]1[C:11]2[O:10][C:9]([CH3:19])([CH3:8])[CH2:13][C:12]=2[CH:14]=[CH:15][CH:16]=1)[O:4][CH:2]([Cl:1])[CH3:3]. Reported procedure: 21.5 g (0.15 mole) of 1-chloroethylchloroformate are added in a single portion to a solution of 2,3-dihydro-2,2-dimethyl-7-benzofuranol (24.6 g; 0.15 mole) in dichloromethane (150 ml). The mixture is cooled to between 0° and 5° C., and 12 g (0.15 mole) of pyridine are added dropwise. The mixture is stirred for 3 hours at 20° C. The organic phase is then washed with 2×50 ml of iced water. It is dried over magnesium sulphate and the solvent is evaporated. A yellow oil is obtained which is distille... Reactants: O=C(Cl)c1ccccc1, [Na+], [OH-], O, COc1cc2c(cc1OC)C(C(CO)CO)NCC2, c1ccccc1. Yields the product COc1cc2c(cc1OC)C(C(CO)CO)N(C(=O)c1ccccc1)CC2. Reaction SMILES: [C:22]([c:23]1[cH:24][cH:25][cH:26][cH:27][cH:28]1)(=[O:29])[Cl:30].[Na+:21].[OH-:20].[OH2:37].[OH:1][CH2:2][CH:3]([CH:4]1[NH:5][CH2:6][CH2:7][c:8]2[cH:9][c:10]([O:16][CH3:17])[c:11]([O:14][CH3:15])[cH:12][c:13]21)[CH2:18][OH:19].[cH:31]1[cH:32][cH:33][cH:34][cH:35][cH:36]1>>[OH:1][CH2:2][CH:3]([CH:4]1[N:5]([C:22]([c:23]2[cH:24][cH:25][cH:26][cH:27][cH:28]2)=[O:29])[CH2:6][CH2:7][c:8]2[cH:9][c:10]([O:16][CH3:17])[c:11]([O:14][CH3:15])[cH:12][c:13]21)[CH2:18][OH:19]. Reactants: OC(COC1C(CC(O1)N1C(=O)N(C(=O)C(C)=C1)CC(C1=CC=CC=C1)=O)OC(C1=CC=CC=C1)=O)CO (1-[5-(2,3-Dihydroxypropoxy)-4-benzoyloxy-tetrahydrofuran-2-yl]-N3 -benzoylmethylthymine), NaIO4. Solvent: C1CCOC1.O (THF H2O). Yields the product C(=O)COC1C(CC(O1)N1C(=O)N(C(=O)C(C)=C1)CC(C1=CC=CC=C1)=O)OC(C1=CC=CC=C1)=O (1-[5-(C-formylmethoxy)-4-benzoyloxy-tetrahydrofuran-2-yl]-N3 -benzoylmethylthymine). The yield is 93.3%. Reaction SMILES: [OH:1][CH:2](CO)[CH2:3][O:4][CH:5]1[O:9][CH:8]([N:10]2[CH:18]=[C:16]([CH3:17])[C:14](=[O:15])[N:13]([CH2:19][C:20](=[O:27])[C:21]3[CH:26]=[CH:25][CH:24]=[CH:23][CH:22]=3)[C:11]2=[O:12])[CH2:7][CH:6]1[O:28][C:29](=[O:36])[C:30]1[CH:35]=[CH:34][CH:33]=[CH:32][CH:31]=1>C1COCC1.O>[CH:2]([CH2:3][O:4][CH:5]1[O:9][CH:8]([N:10]2[CH:18]=[C:16]([CH3:17])[C:14](=[O:15])[N:13]([CH2:19][C:20](=[O:27])[C:21]3[CH:22]=[CH:23][CH:24]=[CH:25][CH:26]=3)[C:11]2=[O:12])[CH2:7][CH:6]1[O:28][C:29](=[O:36])[C:30]1[CH:35]=[CH:34][CH:33]=[CH:32][CH:31]=1)=[O:1] |f:1.2|. Procedure: A solution of compound 168 (4.5 g, 2.85 mmol) and NaIO4 (0.78 g, 3.66 mmol) in 1:1 THF/H2O (120 mL) was stirred at RT for 2 hrs. The solvent was evaporated under vacuum and the residue was purified by silica gel chromatography (CHCl3 /MeOH, 20:1→10:1) to give 1.31 g of the title compound as a white foam.